This data is from the Open Reaction Database (ORD), a public repository of structured organic reaction records. The task is: describe an organic reaction: reactants, conditions, products, and yield The reactants are O(C1=CC=CC=C1)C1=C(C=CC=C1)CC#N (2-phenoxyphenylacetonitrile), Cl (hydrochloric acid), [Na] (sodium), N(=O)OCCC(C)C (Isoamyl nitrite). Run in C(C)O (ethanol), C(C)O (ethanol). Run at time 24 hour. Product: ON=C(C#N)C1=C(C=CC=C1)OC1=CC=CC=C1 (α-hydroxyimino-2-phenoxyphenylacetonitrile). The yield is 95.1%. Reaction SMILES: [Na].[O:2]([C:9]1[CH:14]=[CH:13][CH:12]=[CH:11][C:10]=1[CH2:15][C:16]#[N:17])[C:3]1[CH:8]=[CH:7][CH:6]=[CH:5][CH:4]=1.[N:18](OCCC(C)C)=[O:19].Cl>C(O)C>[OH:19][N:18]=[C:15]([C:10]1[CH:11]=[CH:12][CH:13]=[CH:14][C:9]=1[O:2][C:3]1[CH:4]=[CH:5][CH:6]=[CH:7][CH:8]=1)[C:16]#[N:17] |^1:0|. Reported procedure: To anhydrous ethanol (15 ml) was dissolved sodium (0.55 g, 0.024 mole) and a mixture of 2-phenoxyphenylacetonitrile (4.18 g, 0.02 mole) and anhydrous ethanol (3 ml) was added dropwise to the mixture below 0° C. over 7 minutes. Isoamyl nitrite (3.51 g, 0.03 mole) was further added dropwise to the mixture below 0° C. over 10 minutes, followed by stirring at room temperature for 24 hours. After completion of the reaction, 5% hydrochloric acid was added to the reaction mixture, which was extracted w... Reactants: BrC1=CC(=C(C=C1)N1C(NN=C1C[C@H]1CN(CC1)C(=O)C1CC1)=O)OC (4-[4-bromo-2-(methyloxy)phenyl]-5-{[(3S)-1-(cyclopropylcarbonyl)-3-pyrrolidinyl]methyl}-2,4-dihydro-3H-1,2,4-triazol-3-one), B(Br)(Br)Br (Boron tribromide). Run at temperature 0 celsius. The product is BrC1=CC(=C(C=C1)N1C(NN=C1C[C@H]1CN(CC1)C(=O)C1CC1)=O)O (4-(4-bromo-2-hydroxyphenyl)-5-{[(3S)-1-(cyclopropylcarbonyl)-3-pyrrolidinyl]methyl}-2,4-dihydro-3H-1,2,4-triazol-3-one). As a reaction SMILES: [Br:1][C:2]1[CH:7]=[CH:6][C:5]([N:8]2[C:12]([CH2:13][C@@H:14]3[CH2:18][CH2:17][N:16]([C:19]([CH:21]4[CH2:23][CH2:22]4)=[O:20])[CH2:15]3)=[N:11][NH:10][C:9]2=[O:24])=[C:4]([O:25]C)[CH:3]=1.B(Br)(Br)Br>>[Br:1][C:2]1[CH:7]=[CH:6][C:5]([N:8]2[C:12]([CH2:13][C@@H:14]3[CH2:18][CH2:17][N:16]([C:19]([CH:21]4[CH2:23][CH2:22]4)=[O:20])[CH2:15]3)=[N:11][NH:10][C:9]2=[O:24])=[C:4]([OH:25])[CH:3]=1. Reported procedure: To a microwave vial was added 4-[4-bromo-2-(methyloxy)phenyl]-5-{[(3S)-1-(cyclopropylcarbonyl)-3-pyrrolidinyl]methyl}-2,4-dihydro-3H-1,2,4-triazol-3-one (132 mg, 0.313 mmol) and the solid was purged with nitrogen. Dichloromethane (1.5 mL) was added to the solid and was cooled to 0° C. Boron tribromide (2.037 mL, 2.037 mmol, 1M in dichloromethane) was added to the cooled solution and allowed to warm to room temperature. Analysis by LCMS indicated the presence of desired product and starting mater... The product is NC=1C(=C(C=C(C(=O)O)C1)OCCCCC)C(C1=CC=CC=C1)=O (5-amino-4-benzoyl-3-n-pentyloxybenzoic acid). Reactants: C(C1=CC=CC=C1)(=O)C1=C(C=C(C(=O)O)C=C1[N+](=O)[O-])OCCCC (4-benzoyl-3-n-butoxy-5-nitrobenzoic acid), C(C1=CC=CC=C1)(=O)C1=C(C=C(C(=O)O)C=C1[N+](=O)[O-])OCCCCC (4-benzoyl-5-nitro-3-n-pentyloxybenzoic acid). Procedure details: By replacing in Example 1, step C, 4-benzoyl-3-n-butoxy-5-nitrobenzoic acid with 4-benzoyl-5-nitro-3-n-pentyloxybenzoic acid and following the procedure described, 5-amino-4-benzoyl-3-n-pentyloxybenzoic acid is obtained with a melting point of 168.5° -170° C. Reaction SMILES: C(C1C([N+]([O-])=O)=CC(C(O)=O)=CC=1OCCCC)(=O)C1C=CC=CC=1.[C:26]([C:34]1[C:42]([N+:43]([O-])=O)=[CH:41][C:37]([C:38]([OH:40])=[O:39])=[CH:36][C:35]=1[O:46][CH2:47][CH2:48][CH2:49][CH2:50][CH3:51])(=[O:33])[C:27]1[CH:32]=[CH:31][CH:30]=[CH:29][CH:28]=1>>[NH2:43][C:42]1[C:34]([C:26](=[O:33])[C:27]2[CH:28]=[CH:29][CH:30]=[CH:31][CH:32]=2)=[C:35]([O:46][CH2:47][CH2:48][CH2:49][CH2:50][CH3:51])[CH:36]=[C:37]([CH:41]=1)[C:38]([OH:40])=[O:39]. The reactants are C(C)OC(=O)C1=C(C2=C(C=N1)N=C(S2)C2=CC=C(C=C2)C(F)(F)F)O (7-hydroxy-2-(4-trifluoromethyl-phenyl)-thiazolo[4,5-c]pyridine-6-carboxylic acid ethyl ester), NCC(=O)O (glycine). Run in C[O-].[Na+].CO (sodium methoxide methanol). Product: OC=1C2=C(C=NC1C(=O)NCC(=O)O)N=C(S2)C2=CC=C(C=C2)C(F)(F)F ({[7-Hydroxy-2-(4-trifluoromethyl-phenyl)-thiazolo[4,5-c]pyridine-6-carbonyl]-amino}-acetic acid). Yield: 77.8%. RXN SMILES: C(O[C:4]([C:6]1[N:11]=[CH:10][C:9]2[N:12]=[C:13]([C:15]3[CH:20]=[CH:19][C:18]([C:21]([F:24])([F:23])[F:22])=[CH:17][CH:16]=3)[S:14][C:8]=2[C:7]=1[OH:25])=[O:5])C.[NH2:26][CH2:27][C:28]([OH:30])=[O:29]>C[O-].[Na+].CO>[OH:25][C:7]1[C:8]2[S:14][C:13]([C:15]3[CH:20]=[CH:19][C:18]([C:21]([F:22])([F:24])[F:23])=[CH:17][CH:16]=3)=[N:12][C:9]=2[CH:10]=[N:11][C:6]=1[C:4]([NH:26][CH2:27][C:28]([OH:30])=[O:29])=[O:5] |f:2.3.4|. Reported procedure: A mixture of 7-hydroxy-2-(4-trifluoromethyl-phenyl)-thiazolo[4,5-c]pyridine-6-carboxylic acid ethyl ester (40 mg, 0.11 mmol) and glycine (162 mg, 2.16 mmol) in 0.5 M sodium methoxide/methanol (4.1 mL) was refluxed for four days before it was cooled to room temperature and concentrated in vacuo. Water (20 mL) and 1N HCl (1.5 mL) was added and the mixture was extracted twice with dichloromethane. The remaining aqueous layer was acidified to pH=3 with 1N HCl (1.5 mL). The suspension was extracted w...